This data is from the Open Reaction Database (ORD), a public repository of structured organic reaction records. The task is: describe an organic reaction: reactants, conditions, products, and yield Yields the product C(C1=CC=CC=C1)NS(=O)(=O)\C(\C#N)=C\C=1SC=CC1OC1=CC=CC=C1 ((E)-2-(benzylaminosulfonyl)-3-(3-phenoxythien-2-yl)acrylonitrile). As a reaction SMILES: [O:1]([C:8]1[CH:12]=[CH:11][S:10][C:9]=1[CH:13]=O)[C:2]1[CH:7]=[CH:6][CH:5]=[CH:4][CH:3]=1.[CH2:15]([NH:22][S:23]([CH2:26][C:27]#[N:28])(=[O:25])=[O:24])[C:16]1[CH:21]=[CH:20][CH:19]=[CH:18][CH:17]=1>>[CH2:15]([NH:22][S:23](/[C:26](=[CH:13]/[C:9]1[S:10][CH:11]=[CH:12][C:8]=1[O:1][C:2]1[CH:7]=[CH:6][CH:5]=[CH:4][CH:3]=1)/[C:27]#[N:28])(=[O:25])=[O:24])[C:16]1[CH:17]=[CH:18][CH:19]=[CH:20][CH:21]=1. Procedure details: Reaction of 3-phenoxythiophen-2-carboxaldehyde and benzylaminosulfonylacetonitrile as in Example 1 gave (E)-2-(benzylaminosulfonyl)-3-(3-phenoxythien-2-yl)acrylonitrile Starting materials: O(C1=CC=CC=C1)C1=C(SC=C1)C=O (3-phenoxythiophen-2-carboxaldehyde), C(C1=CC=CC=C1)NS(=O)(=O)CC#N (benzylaminosulfonylacetonitrile). Starting materials: ClC1=NC=NC(=C1F)Cl (4,6-Dichloro-5-fluoropyrimidine), potassium vinyl trifluoroborate, C([O-])([O-])=O.[Cs+].[Cs+] (caesium carbonate), O.CC1OCCC1 (water methyl tetrahydrofuran). The reagents and catalysts are Cl[Pd]([P](C1=CC=CC=C1)(C2=CC=CC=C2)C3=CC=CC=C3)([P](C4=CC=CC=C4)(C5=CC=CC=C5)C6=CC=CC=C6)Cl (Pd(PPh3)2Cl2), C1=CC=C(C=C1)P(C2=CC=CC=C2)C3=CC=CC=C3 (PPh3). Product: ClC1=NC=NC(=C1F)C=C (4-Chloro-5-fluoro-6-vinyl pyrimidine). The yield is 71.0%. Reaction SMILES: [Cl:1][C:2]1[C:7]([F:8])=[C:6](Cl)[N:5]=[CH:4][N:3]=1.C(=O)([O-])[O-].[Cs+].[Cs+].O.[CH3:17][CH:18]1CCCO1>Cl[Pd](Cl)([P](C1C=CC=CC=1)(C1C=CC=CC=1)C1C=CC=CC=1)[P](C1C=CC=CC=1)(C1C=CC=CC=1)C1C=CC=CC=1.C1C=CC(P(C2C=CC=CC=2)C2C=CC=CC=2)=CC=1>[Cl:1][C:2]1[C:7]([F:8])=[C:6]([CH:17]=[CH2:18])[N:5]=[CH:4][N:3]=1 |f:1.2.3,4.5,^1:25,44|. Procedure: 4,6-Dichloro-5-fluoropyrimidine (6 g, 36.0 mmol) was reacted with potassium vinyl trifluoroborate (1.60 g, 37.8 mmol, 1.05 eq), and caesium carbonate (17.58 g, 1.5 eq) in water/methyl tetrahydrofuran. The reaction was treated with Pd(PPh3)2Cl2 (504 mg, 0.02 eq) and PPh3 (189 mg, 0.02 eq) under argon. The reaction was heated to reflux and held under reflux for 20 hours. The reaction was quenched by the addition of further water and tert-butyl methyl ether. The organic phase was atmospherically di... Starting materials: 4,6-dihydroxy-2-10 methylpyrimidinamine, [O-]CC.[Na+] (sodium ethoxide), [Na] (sodium), Cl.C(C)(=N)N (Acetamidine hydrochloride), C(CC(=O)OCC)(=O)OCC (diethyl malonate). The solvent is C(C)O (ethanol). Run at time 3.5 hour. The product is OC1=NC(=NC(=C1)O)C (4,6-dihydroxy-2-methylpyrimidine). Reaction SMILES: [O-]CC.[Na+].[Na].Cl.[C:7]([NH2:10])(=[NH:9])[CH3:8].[C:11](OCC)(=[O:18])[CH2:12][C:13](OCC)=[O:14]>C(O)C>[OH:14][C:13]1[CH:12]=[C:11]([OH:18])[N:10]=[C:7]([CH3:8])[N:9]=1 |f:0.1,3.4,^1:4|. Procedure: The first intermediate, 4,6-dihydroxy-2-10 methylpyrimidinamine, is synthesized by preparing sodium ethoxide in situ from sodium and an hydrous ethanol under a nitrogen blanket. Acetamidine hydrochloride and diethyl malonate are added and the reaction mixture heated to boiling for 2 to 5 hours to afford 4,6-dihydroxy-2-methylpyrimidine. Starting materials: C1CCOC1, CCOC(=O)CN(C)C(=O)OCc1ccccc1, CO, Cl, [Li+], [OH-]. Yields the product CN(CC(=O)O)C(=O)OCc1ccccc1. Reaction SMILES: [CH2:19]1[O:20][CH2:21][CH2:22][CH2:23]1.[CH2:1]([c:2]1[cH:3][cH:4][cH:5][cH:6][cH:7]1)[O:8][C:9](=[O:10])[N:11]([CH2:12][C:13](=[O:14])[O:15][CH2:16][CH3:17])[CH3:18].[CH3:27][OH:28].[ClH:26].[Li+:25].[OH-:24]>>[CH2:1]([c:2]1[cH:3][cH:4][cH:5][cH:6][cH:7]1)[O:8][C:9](=[O:10])[N:11]([CH2:12][C:13](=[O:14])[OH:15])[CH3:18]. The reactants are O=C(O)c1cc2c(OCC3CC3)cccc2[nH]1, Cl, Cl, Cl, CC1CN(C(C)CN2CCC(N)CC2)CCC1O. The product is CC1CN(C(C)CN2CCC(NC(=O)c3cc4c(OCC5CC5)cccc4[nH]3)CC2)CCC1O. Reaction SMILES: [CH:1]1([CH2:4][O:5][c:6]2[c:7]3[cH:8][c:9]([C:15](=[O:16])[OH:17])[nH:10][c:11]3[cH:12][cH:13][cH:14]2)[CH2:2][CH2:3]1.[ClH:18].[ClH:19].[ClH:20].[NH2:21][CH:22]1[CH2:23][CH2:24][N:25]([CH2:28][CH:29]([CH3:30])[N:31]2[CH2:32][CH:33]([CH3:38])[CH:34]([OH:37])[CH2:35][CH2:36]2)[CH2:26][CH2:27]1>>[CH:1]1([CH2:4][O:5][c:6]2[c:7]3[cH:8][c:9]([C:15](=[O:17])[NH:21][CH:22]4[CH2:23][CH2:24][N:25]([CH2:28][CH:29]([CH3:30])[N:31]5[CH2:32][CH:33]([CH3:38])[CH:34]([OH:37])[CH2:35][CH2:36]5)[CH2:26][CH2:27]4)[nH:10][c:11]3[cH:12][cH:13][cH:14]2)[CH2:2][CH2:3]1. Reactants: O=C([O-])O, CCOC(=O)c1ccc2nc(C)[nH]c2c1, CN(C)C=O, CCOC(C)=O, O=[N+]([O-])c1ccccc1CBr, [Na+], O. Product: CCOC(=O)c1ccc2c(c1)nc(C)n2Cc1ccccc1[N+](=O)[O-]. As a reaction SMILES: [C:17](=[O:18])([OH:19])[O-:20].[CH2:22]([CH3:23])[O:24][C:25](=[O:26])[c:27]1[cH:28][c:29]2[c:30]([n:31][c:32]([CH3:34])[nH:33]2)[cH:35][cH:36]1.[CH3:1][N:2]([CH3:3])[CH:4]=[O:5].[CH3:38][CH2:39][O:40][C:41](=[O:42])[CH3:43].[N+:6](=[O:7])([O-:8])[c:9]1[c:10]([CH2:11][Br:12])[cH:13][cH:14][cH:15][cH:16]1.[Na+:21].[OH2:37]>>[N+:6](=[O:7])([O-:8])[c:9]1[c:10]([CH2:11][n:31]2[c:30]3[c:29]([cH:28][c:27]([C:25]([O:24][CH2:22][CH3:23])=[O:26])[cH:36][cH:35]3)[n:33][c:32]2[CH3:34])[cH:13][cH:14][cH:15][cH:16]1. Reactants: BrB(Br)Br, COC(=O)c1ccc2c(C3CCCCC3)c3n(c2c1)CCN(Cc1cnn(C)c1)Cc1ccccc1-3, ClCCl. The product is Cn1cc(CN2CCn3c(c(C4CCCCC4)c4ccc(C(=O)O)cc43)-c3ccccc3C2)cn1. As a reaction SMILES: [B:1]([Br:2])([Br:3])[Br:4].[CH:5]1([c:11]2[c:12]3[cH:13][cH:14][c:15]([C:37](=[O:38])[O:39][CH3:40])[cH:16][c:17]3[n:18]3[c:19]2-[c:20]2[c:21]([cH:33][cH:34][cH:35][cH:36]2)[CH2:22][N:23]([CH2:26][c:27]2[cH:28][n:29][n:30]([CH3:32])[cH:31]2)[CH2:24][CH2:25]3)[CH2:6][CH2:7][CH2:8][CH2:9][CH2:10]1.[Cl:41][CH2:42][Cl:43]>>[CH:5]1([c:11]2[c:12]3[cH:13][cH:14][c:15]([C:37](=[O:38])[OH:39])[cH:16][c:17]3[n:18]3[c:19]2-[c:20]2[c:21]([cH:33][cH:34][cH:35][cH:36]2)[CH2:22][N:23]([CH2:26][c:27]2[cH:28][n:29][n:30]([CH3:32])[cH:31]2)[CH2:24][CH2:25]3)[CH2:6][CH2:7][CH2:8][CH2:9][CH2:10]1. Reactants: ClC=1N=NC(=CC1C(=O)NCC1=CC(=C(C=C1)OC)OC)C1=CC(=CC(=C1)C)C (3-chloro-N-(3,4-dimethoxybenzyl)-6-(3,5-dimethylphenyl)pyridazine-4-carboxamide), N1CCCC1 (pyrrolidine). Solvent: O1CCOCC1 (dioxane). Run at temperature 100 celsius. Yields the product COC=1C=C(CNC(=O)C2=C(N=NC(=C2)C2=CC(=CC(=C2)C)C)N2CCCC2)C=CC1OC (N-(3,4-dimethoxybenzyl)-6-(3,5-dimethylphenyl)-3-pyrrolidin-1-ylpyridazine-4-carboxamide). As a reaction SMILES: Cl[C:2]1[N:3]=[N:4][C:5]([C:22]2[CH:27]=[C:26]([CH3:28])[CH:25]=[C:24]([CH3:29])[CH:23]=2)=[CH:6][C:7]=1[C:8]([NH:10][CH2:11][C:12]1[CH:17]=[CH:16][C:15]([O:18][CH3:19])=[C:14]([O:20][CH3:21])[CH:13]=1)=[O:9].[NH:30]1[CH2:34][CH2:33][CH2:32][CH2:31]1>O1CCOCC1>[CH3:21][O:20][C:14]1[CH:13]=[C:12]([CH:17]=[CH:16][C:15]=1[O:18][CH3:19])[CH2:11][NH:10][C:8]([C:7]1[CH:6]=[C:5]([C:22]2[CH:27]=[C:26]([CH3:28])[CH:25]=[C:24]([CH3:29])[CH:23]=2)[N:4]=[N:3][C:2]=1[N:30]1[CH2:34][CH2:33][CH2:32][CH2:31]1)=[O:9]. Reported procedure: To a solution of 3-chloro-N-(3,4-dimethoxybenzyl)-6-(3,5-dimethylphenyl)pyridazine-4-carboxamide (1-3, 0.011 g, 0.027 mmol, 1.0 equiv) in dioxane (0.27 mL) was added pyrrolidine (0.038 g, 0.53 mmol, 20.0 equiv) and the reaction mixture was heated to 100° C. under microwave heating for 10 minutes. The reaction was cooled and directly purified by normal phase column chromatography (10 to 100% EtOAc in hexanes) to afford the product (1-4) as a white solid. HRMS [M+H] C26H30N4O3 calc'd 447.2391. fou...